This data is from the Open Reaction Database (ORD), a public repository of structured organic reaction records. The task is: describe an organic reaction: reactants, conditions, products, and yield Starting materials: ClC=1C=CC=2C3=CC=CC=C3C(N(C2C1)C(=O)C1=CC=C(C=C1)O)C (4-[(3-chloro-6-methylphenanthridin-5(6H)-yl)carbonyl]phenol). The solvent is C(Cl)(Cl)Cl (CHCl3). The product is ClC=1C=CC=2C3=CC=CC=C3[C@@H](N(C2C1)C(=O)C1=CC=C(C=C1)O)C (4-{[(6S)-3-chloro-6-methylphenanthridin-5(6H)-yl]carbonyl}phenol). As a reaction SMILES: [Cl:1][C:2]1[CH:3]=[CH:4][C:5]2[C:6]3[C:11]([CH:12]([CH3:25])[N:13]([C:16]([C:18]4[CH:23]=[CH:22][C:21]([OH:24])=[CH:20][CH:19]=4)=[O:17])[C:14]=2[CH:15]=1)=[CH:10][CH:9]=[CH:8][CH:7]=3>C(Cl)(Cl)Cl>[Cl:1][C:2]1[CH:3]=[CH:4][C:5]2[C:6]3[C:11]([C@H:12]([CH3:25])[N:13]([C:16]([C:18]4[CH:19]=[CH:20][C:21]([OH:24])=[CH:22][CH:23]=4)=[O:17])[C:14]=2[CH:15]=1)=[CH:10][CH:9]=[CH:8][CH:7]=3. Procedure: The enantiomers of 4-[(3-chloro-6-methylphenanthridin-5(6H)-yl)carbonyl]phenol (400 mg, 1.14 mmol) were separated by automated, on-column solvent change, preparative, normal phase, chiral chromatography on a Chiralpak AD (20 mm×250 mm) column eluting with 20% ethanol in hexane at a flow rate of 12 mL/min with. After combination of fractions and evaporation of the solvent in vacuo, one peak (99.8%) with a retention time of 8.078 minutes was isolated as a white solid (200 mg, 100% based upon a 1:1...